Dataset: the Open Reaction Database (ORD), a public repository of structured organic reaction records. Task: describe an organic reaction: reactants, conditions, products, and yield The reactants are CC1(C)Cc2ccc(C#N)cc2C(Oc2cc[nH]c(=O)c2)C1O, COS(=O)(=O)OC, CC(C)=O, [K+], [K+], O=C([O-])[O-]. Yields the product Cn1ccc(OC2c3cc(C#N)ccc3CC(C)(C)C2O)cc1=O. Reaction SMILES: [CH3:1][C:2]1([CH3:23])[CH2:3][c:4]2[cH:5][cH:6][c:7]([C:21]#[N:22])[cH:8][c:9]2[CH:10]([O:13][c:14]2[cH:15][c:16](=[O:20])[nH:17][cH:18][cH:19]2)[CH:11]1[OH:12].[CH3:30][O:31][S:32]([O:33][CH3:34])(=[O:35])=[O:36].[CH3:37][C:38](=[O:39])[CH3:40].[K+:24].[K+:25].[O-:26][C:27]([O-:28])=[O:29]>>[CH3:1][C:2]1([CH3:23])[CH2:3][c:4]2[cH:5][cH:6][c:7]([C:21]#[N:22])[cH:8][c:9]2[CH:10]([O:13][c:14]2[cH:15][c:16](=[O:20])[n:17]([CH3:27])[cH:18][cH:19]2)[CH:11]1[OH:12].